This data is from the Open Reaction Database (ORD), a public repository of structured organic reaction records. The task is: describe an organic reaction: reactants, conditions, products, and yield Starting materials: ClC1=C(C=C(C=C1)S(=O)(=O)NC)[N+](=O)[O-] (4-chloro-N-methyl-3-nitrobenzenesulfonamide), [NH4+].[Cl-] (NH4Cl). The reagents and catalysts are [Fe] (iron). Solvent: CCO (EtOH), O (water). Reaction conditions: temperature 90 celsius. Yields the product NC=1C=C(C=CC1Cl)S(=O)(=O)NC (3-amino-4-chloro-N-methylbenzenesulfonamide). The yield is 100.3%. RXN SMILES: [Cl:1][C:2]1[CH:7]=[CH:6][C:5]([S:8]([NH:11][CH3:12])(=[O:10])=[O:9])=[CH:4][C:3]=1[N+:13]([O-])=O.[NH4+].[Cl-]>CCO.O.[Fe]>[NH2:13][C:3]1[CH:4]=[C:5]([S:8]([NH:11][CH3:12])(=[O:9])=[O:10])[CH:6]=[CH:7][C:2]=1[Cl:1] |f:1.2|. Procedure: A solution of 4-chloro-N-methyl-3-nitrobenzenesulfonamide (6.35 g, 25.3 mmol) in EtOH (150 mL) and water (50.0 mL) was treated with iron (14.15 g, 253 mmol) and NH4Cl (13.55 g, 253 mmol) and heated at 90° C. for 4 hours before being cooled and filtered through celite. The filter cake was washed with EtOAc and the combined filtrate was filtered again to remove precipitated NH4Cl before being concentrated. The resulting crude material was partitioned between 350 ml EtOAc and 50 ml saturated aqueou...